This data is from the Open Reaction Database (ORD), a public repository of structured organic reaction records. The task is: describe an organic reaction: reactants, conditions, products, and yield Reactants: CN([C@@H]1CC[C@H](CC1)NC(OC(C)(C)C)=O)C (tert-butyl trans-4-(dimethylamino)cyclohexylcarbamate), C(=O)(C(F)(F)F)O (TFA). Run at temperature 75 celsius. Yields the product CN([C@@H]1CC[C@H](CC1)N)C (trans-N1,N1-Dimethylcyclohexane-1,4-diamine), base. Yield: 85.0%. As a reaction SMILES: [CH3:1][N:2]([CH3:17])[C@H:3]1[CH2:8][CH2:7][C@H:6]([NH:9]C(=O)OC(C)(C)C)[CH2:5][CH2:4]1.C(O)(C(F)(F)F)=O>>[CH3:1][N:2]([CH3:17])[C@H:3]1[CH2:8][CH2:7][C@H:6]([NH2:9])[CH2:5][CH2:4]1. Reported procedure: To a solution of tert-butyl trans-4-(dimethylamino)cyclohexylcarbamate (805 mg, 3.33 mmol) was added TFA (5 mL) and the reaction mixture was heated at 75° C. for 18 h. The reaction mixture was concentrated and the residue was eluted through an ion-exchange column (using methanol and 7 N methanol in ammonia) to obtain the desired product as the free base (400 mg, 85%) as an orange oil: ESI MS m/z 143 [C8H18N2+H]+. The reactants are ClC1=CC=C2CC(NC2=C1)=O (6-chloro-1,3-dihydro-indol-2-one), O=C1NCCC=2C1=CNC2C=O (4-oxo-4,5,6,7-tetrahydro-2H-pyrrolo[3,4-c]pyridine-1-carbaldehyde), N1CCCCC1 (piperidine). The solvent is C(C)O (ethanol). Reaction conditions: temperature 80 celsius. The product is ClC1=CC=C2C(C(NC2=C1)=O)=CC=1NC=C2C(NCCC21)=O (1-(6-Chloro-2-oxo-1,2-dihydro-indol-3-ylidenemethyl)-2,5,6,7-tetrahydro-pyrrolo[3,4-c]pyridin-4-one). RXN SMILES: [Cl:1][C:2]1[CH:10]=[C:9]2[C:5]([CH2:6][C:7](=[O:11])[NH:8]2)=[CH:4][CH:3]=1.[O:12]=[C:13]1[C:18]2=[CH:19][NH:20][C:21]([CH:22]=O)=[C:17]2[CH2:16][CH2:15][NH:14]1.N1CCCCC1>C(O)C>[Cl:1][C:2]1[CH:10]=[C:9]2[C:5]([C:6](=[CH:22][C:21]3[NH:20][CH:19]=[C:18]4[C:17]=3[CH2:16][CH2:15][NH:14][C:13]4=[O:12])[C:7](=[O:11])[NH:8]2)=[CH:4][CH:3]=1. Reported procedure: A mixture of 6-chloro-1,3-dihydro-indol-2-one (33.5 mg, 0.2 mmol), 4-oxo-4,5,6,7-tetrahydro-2H-pyrrolo[3,4-c]pyridine-1-carbaldehyde (1 equivalent) and 0.1 mL of piperidine in ethanol (1 mL) was heated in a sealed tube at 80° C. for 3 hours. The precipitate was collected by vacuum filtration, washed with ethanol and dried to give the title compound as a yellow solid. The reagents and catalysts are C=1C=CC(=CC1)[P](C=2C=CC=CC2)(C=3C=CC=CC3)[Pd]([P](C=4C=CC=CC4)(C=5C=CC=CC5)C=6C=CC=CC6)([P](C=7C=CC=CC7)(C=8C=CC=CC8)C=9C=CC=CC9)[P](C=1C=CC=CC1)(C=1C=CC=CC1)C=1C=CC=CC1 (Pd(PPh3)4). Solvent: CN(C)C=O (DMF). Product: C(C)C1=C(C=CC(=C1)C#N)C1=CC=CC=C1 (2-ethyl-biphenyl-4-carbonitrile). RXN SMILES: Br[C:2]1[CH:9]=[CH:8][C:5]([C:6]#[N:7])=[CH:4][C:3]=1[CH2:10][CH3:11].[C:12]1(B(O)O)[CH:17]=[CH:16][CH:15]=[CH:14][CH:13]=1.C([O-])([O-])=O.[K+].[K+].[NH4+].[Cl-]>CN(C=O)C.C1C=CC([P]([Pd]([P](C2C=CC=CC=2)(C2C=CC=CC=2)C2C=CC=CC=2)([P](C2C=CC=CC=2)(C2C=CC=CC=2)C2C=CC=CC=2)[P](C2C=CC=CC=2)(C2C=CC=CC=2)C2C=CC=CC=2)(C2C=CC=CC=2)C2C=CC=CC=2)=CC=1>[CH2:10]([C:3]1[CH:4]=[C:5]([C:6]#[N:7])[CH:8]=[CH:9][C:2]=1[C:12]1[CH:17]=[CH:16][CH:15]=[CH:14][CH:13]=1)[CH3:11] |f:2.3.4,5.6,^1:37,39,58,77|. Reactants: BrC1=C(C=C(C#N)C=C1)CC (4-bromo-3-ethyl benzonitrile), C1(=CC=CC=C1)B(O)O (phenylboronic acid), C(=O)([O-])[O-].[K+].[K+] (K2CO3), [NH4+].[Cl-] (NH4Cl). Procedure details: A mixture of 4-bromo-3-ethyl benzonitrile (1 g, 4.76 mmol), phenylboronic acid (1.16 g, 9.5 mmol), K2CO3 (1.97 g, 14.3 mmol), and Pd(PPh3)4 (543 mg, 0.48 mmol) in DMF (anhydrous, 15 mL) is heated in a sealed tube at 120° C. for 12 h. After cooling to room temperature, the reaction mixture is poured into a mixture of ice and saturated aqueous NH4Cl. The mixture is extracted with EtOAc (3×30 mL). The combined organic layers are washed with saturated aqueous NaCl, dried over Na2SO4, and concentrate... Conditions: temperature 120 celsius. Starting materials: [OH-].[K+] (potassium hydroxide), S1C(SC=C1)=C(C(=O)OC(C)C)C(=O)OC(C)C (diisopropyl 1,3-dithiol-2-ylidenemalonate), Cl (hydrochloric acid). Run in C(C)(C)O (isopropanol). Run at time 1 hour. Product: S1C(SC=C1)=C(C(=O)OC(C)C)C(=O)O (isopropyl hydrogen 1,3-dithiol-2-ylidenemalonate). Isolated yield 69.0%. Reaction SMILES: [S:1]1[CH:5]=[CH:4][S:3][C:2]1=[C:6]([C:13]([O:15]C(C)C)=[O:14])[C:7]([O:9][CH:10]([CH3:12])[CH3:11])=[O:8].[OH-].[K+].Cl>C(O)(C)C>[S:1]1[CH:5]=[CH:4][S:3][C:2]1=[C:6]([C:13]([OH:15])=[O:14])[C:7]([O:9][CH:10]([CH3:12])[CH3:11])=[O:8] |f:1.2|. Reported procedure: A 14.4 g portion of diisopropyl 1,3-dithiol-2-ylidenemalonate (0.05 mol) was dissolved in 50 ml of isopropanol, 2.95 g of potassium hydroxide (0.05 mol) was added to the solution at 30° C., and the resulting mixture was stirred for 1 hour. The solution was acidified with 6N hydrochloric acid and extracted with 200 ml of methylene chloride and washed with water and saturated brine in that order. After drying on magnesium sulfate, the solvent was removed by distillation under a reduced pressure an... Starting materials: BrCCBr, Cc1nnnn1-c1cc(Br)ccc1S(C)(=O)=O, COC(=O)C(I)=CC1CCCC1, C[Si](C)(C)Cl, [Cl-], [NH4+], C1CCOC1, [Zn], c1ccc(P(c2ccccc2)c2ccccc2)cc1. The product is COC(=O)C(=CC1CCCC1)c1ccc(S(C)(=O)=O)c(-n2nnnc2C)c1. As a reaction SMILES: [Br:1][CH2:2][CH2:3][Br:4].[Br:41][c:42]1[cH:43][cH:44][c:45]([S:54](=[O:55])(=[O:56])[CH3:57])[c:46](-[n:48]2[n:49][n:50][n:51][c:52]2[CH3:53])[cH:47]1.[CH3:10][O:11][C:12]([C:13](=[CH:14][CH:15]1[CH2:16][CH2:17][CH2:18][CH2:19]1)[I:20])=[O:21].[CH3:5][Si:6]([Cl:7])([CH3:8])[CH3:9].[Cl-:58].[NH4+:59].[O:60]1[CH2:61][CH2:62][CH2:63][CH2:64]1.[Zn:65].[c:22]1([P:23]([c:24]2[cH:25][cH:26][cH:27][cH:28][cH:29]2)[c:30]2[cH:31][cH:32][cH:33][cH:34][cH:35]2)[cH:36][cH:37][cH:38][cH:39][cH:40]1>>[CH3:10][O:11][C:12]([C:13](=[CH:14][CH:15]1[CH2:16][CH2:17][CH2:18][CH2:19]1)[c:42]1[cH:43][cH:44][c:45]([S:54](=[O:55])(=[O:56])[CH3:57])[c:46](-[n:48]2[n:49][n:50][n:51][c:52]2[CH3:53])[cH:47]1)=[O:21]. The reactants are [H-].[Na+] (sodium hydride), ClC1=C(C=CC(=C1)OC)C=1N=C(SC1C)N(CCC)C1=C(C=CC(=C1)CO)OC (4-(2-chloro-4-methoxyphenyl)-5-methyl-2-[N-(5-hydroxymethyl-2-methoxyphenyl)-N-propylamino]thiazole), CI (methyl iodide). Run in C(C)(=O)OCC (ethyl acetate), CN(C=O)C (dimethylformamide). Run at time 5 minute. The product is Cl.ClC1=C(C=CC(=C1)OC)C=1N=C(SC1C)N(CCC)C1=C(C=CC(=C1)COC)OC (4-(2-Chloro-4-methoxyphenyl)-5-methyl-2-[N-(2-methoxy-5-methoxymethylphenyl)-N-propylamino]thiazole hydrochloride). RXN SMILES: [Cl:1][C:2]1[CH:7]=[C:6]([O:8][CH3:9])[CH:5]=[CH:4][C:3]=1[C:10]1[N:11]=[C:12]([N:16]([C:20]2[CH:25]=[C:24]([CH2:26][OH:27])[CH:23]=[CH:22][C:21]=2[O:28][CH3:29])[CH2:17][CH2:18][CH3:19])[S:13][C:14]=1[CH3:15].[H-].[Na+].[CH3:32]I>CN(C)C=O.C(OCC)(=O)C>[ClH:1].[Cl:1][C:2]1[CH:7]=[C:6]([O:8][CH3:9])[CH:5]=[CH:4][C:3]=1[C:10]1[N:11]=[C:12]([N:16]([C:20]2[CH:25]=[C:24]([CH2:26][O:27][CH3:32])[CH:23]=[CH:22][C:21]=2[O:28][CH3:29])[CH2:17][CH2:18][CH3:19])[S:13][C:14]=1[CH3:15] |f:1.2,6.7|. Procedure details: At 0° C., under an inert atmosphere, 320 mg of 4-(2-chloro-4-methoxyphenyl)-5-methyl-2-[N-(5-hydroxymethyl-2-methoxyphenyl)-N-propylamino]thiazole are dissolved in 0.7 ml of dimethylformamide. 70 mg of sodium hydride (50% in oil) are added. After 5 minutes, 0.24 ml of methyl iodide is added. After 12 hours at room temperature, the reaction mixture is diluted with ethyl acetate and then hydrolyzed. The organic phase is washed several times with water before being dried over sodium sulphate. After... The reactants are CC(=O)Nc1c(C)cc([N+](=O)[O-])cc1C(=O)O, CO, Cl, [K+], [OH-], O. The product is Cc1cc([N+](=O)[O-])cc(C(=O)O)c1N. As a reaction SMILES: [C:1](=[O:2])([CH3:3])[NH:4][c:5]1[c:6]([C:7](=[O:8])[OH:9])[cH:10][c:11]([N+:15](=[O:16])[O-:17])[cH:12][c:13]1[CH3:14].[CH3:20][OH:21].[ClH:22].[K+:19].[OH-:18].[OH2:23]>>[NH2:4][c:5]1[c:6]([C:7](=[O:8])[OH:9])[cH:10][c:11]([N+:15](=[O:16])[O-:17])[cH:12][c:13]1[CH3:14]. Reactants: BrCCCN1C(C=2C(C1=O)=CC=CC2)=O (N-(3-bromopropyl)phthalimide), C[S-].[Na+] (sodium thiomethoxide). Run in CS(=O)C (DMSO), O (water), O (water). Conditions: time 16 hour. The product is CSCCCN1C(C2=CC=CC=C2C1=O)=O (2-(3-methylsulfanyl-propyl)-isoindole-1,3-dione). Reaction SMILES: Br[CH2:2][CH2:3][CH2:4][N:5]1[C:9](=[O:10])[C:8]2=[CH:11][CH:12]=[CH:13][CH:14]=[C:7]2[C:6]1=[O:15].[CH3:16][S-:17].[Na+]>CS(C)=O.O>[CH3:16][S:17][CH2:2][CH2:3][CH2:4][N:5]1[C:9](=[O:10])[C:8]2[C:7](=[CH:14][CH:13]=[CH:12][CH:11]=2)[C:6]1=[O:15] |f:1.2|. Reported procedure: To a mixture of N-(3-bromopropyl)phthalimide (500 mg) in DMSO (8 mL) was added sodium thiomethoxide (144 mg) and the reaction stirred at room temperature for 16 h. Then with water (2 mL) was added and the mixture stirred at room temperature for 10 min. The reaction was diluted with water (20 mL) and extracted into ethyl acetate (2×20 mL). The combined organics were washed with aqueous brine solution (2×20 mL), dried (MgSO4) and reduced in vacuo to give 2-(3-methylsulfanyl-propyl)-isoindole-1,3-d...